Task: describe an organic reaction: reactants, conditions, products, and yield. Dataset: the Open Reaction Database (ORD), a public repository of structured organic reaction records The reactants are ClC1=C(C=CC=C1)C1=CC=2NC=3C=C(C(=CC3C2C2=C1C(NC2=O)=O)OC)CCCCI (4-(2-Chlorophenyl)-8-(4-iodobutyl)-9-methoxypyrrolo[3,4-c]carbazole-1,3(2H,6H)-dione), CNC (dimethylamine), COC1=CC=2C=3C4=C(C(=CC3NC2C=C1)C(=O)OCC1=CC=CC=C1)C(NC4=O)=O (benzyl 9-methoxy-1,3-dioxo-1,2,3,6-tetrahydropyrrolo[3,4-c]carbazole-4-carboxylate). Reaction conditions: time 6 hour. Product: ClC1=C(C=CC=C1)C1=CC=2NC=3C=C(C(=CC3C2C2=C1C(NC2=O)=O)OC)CCCCN(C)C (4-(2-Chlorophenyl)-8-[4-(dimethylamino)butyl]-9-methoxypyrrolo[3,4-c]carbazole-1,3(2H,6H)-dione). Isolated yield 64.0%. Reaction SMILES: [Cl:1][C:2]1[CH:7]=[CH:6][CH:5]=[CH:4][C:3]=1[C:8]1[C:20]2[C:21](=[O:25])[NH:22][C:23](=[O:24])[C:19]=2[C:18]2[C:17]3[CH:16]=[C:15]([O:26][CH3:27])[C:14]([CH2:28][CH2:29][CH2:30][CH2:31]I)=[CH:13][C:12]=3[NH:11][C:10]=2[CH:9]=1.[CH3:33][NH:34][CH3:35].COC1C=CC2NC3C=C(C(OCC4C=CC=CC=4)=O)C4C(=O)NC(=O)C=4C=3C=2C=1>>[Cl:1][C:2]1[CH:7]=[CH:6][CH:5]=[CH:4][C:3]=1[C:8]1[C:20]2[C:21](=[O:25])[NH:22][C:23](=[O:24])[C:19]=2[C:18]2[C:17]3[CH:16]=[C:15]([O:26][CH3:27])[C:14]([CH2:28][CH2:29][CH2:30][CH2:31][N:34]([CH3:35])[CH3:33])=[CH:13][C:12]=3[NH:11][C:10]=2[CH:9]=1. Procedure details: Reaction of the iodide (173) prepared as described in example 312 with aqueous dimethylamine using the procedure described in example 179 of Scheme 3 except that the reaction conditions were 6 h at room temperature gave (174) (64%) as an orange powder, mp 162–164° C. 1H NMR δ [(CD3)2SO] 11.85 (s, 1H), 11.04 (br s, 1H), 8.42 (s, 1H), 7.57 (dd, J=8.0, 2.2 Hz, 1H), 7.55 (s, 1H), 7.51–7.43 (m, 3H), 7.42 (s, 1H), 3.93 (s, 3H), 2.77 (t, J=7.4 Hz, 2H), 2.24 (t, J=7.3 Hz, 2H), 2.11 (s, 6H), 1.63 (m, 2H)... RXN SMILES: [CH2:1]([CH2:2][CH2:3][CH3:4])[N:5]([C:6]([CH2:7][CH2:8][c:9]1[cH:10][cH:11][c:12]([O:13][CH2:14][c:15]2[c:16]([C:17](=[O:18])[O:19][CH3:20])[cH:21][cH:22][cH:23][cH:24]2)[cH:25][cH:26]1)=[O:27])[CH2:28][c:29]1[c:30]([O:37][CH3:38])[c:31]([O:35][CH3:36])[cH:32][cH:33][cH:34]1.[CH2:47]1[O:48][CH2:49][CH2:50][CH2:51]1.[CH3:41][CH2:42][O:43][C:44]([CH3:45])=[O:46].[Li+:40].[OH-:39].[OH2:52]>>[CH2:1]([CH2:2][CH2:3][CH3:4])[N:5]([C:6]([CH2:7][CH2:8][c:9]1[cH:10][cH:11][c:12]([O:13][CH2:14][c:15]2[c:16]([C:17](=[O:18])[OH:19])[cH:21][cH:22][cH:23][cH:24]2)[cH:25][cH:26]1)=[O:27])[CH2:28][c:29]1[c:30]([O:37][CH3:38])[c:31]([O:35][CH3:36])[cH:32][cH:33][cH:34]1. Yields the product CCCCN(Cc1cccc(OC)c1OC)C(=O)CCc1ccc(OCc2ccccc2C(=O)O)cc1. The reactants are CCCCN(Cc1cccc(OC)c1OC)C(=O)CCc1ccc(OCc2ccccc2C(=O)OC)cc1, C1CCOC1, CCOC(C)=O, [Li+], [OH-], O.